This data is from the Open Reaction Database (ORD), a public repository of structured organic reaction records. The task is: describe an organic reaction: reactants, conditions, products, and yield Procedure: A solution of 117 g (0.5 mol) of 2-nitro-4-fluorobenzyl bromide and 131 g (0.5 mmol) of triphenylphosphine in 2 L of EtOAc was heated under reflux for 3 h. The mixture was cooled and the solid collected to give 175 g (70%) of [(4-fluoro-2-nitrophenyl)methyl]triphenylphosphonium bromide: 1H NMR (CDCl3) δ 8.2 (m, 1H); 7.8-7.5 (m, 16H); 7.4 (m, 1H); 6.1 (d, 2H). ##STR16## The yield is 70520.7%. The solvent is CCOC(=O)C (EtOAc). Starting materials: [N+](=O)([O-])C1=C(CBr)C=CC(=C1)F (2-nitro-4-fluorobenzyl bromide), C1(=CC=CC=C1)P(C1=CC=CC=C1)C1=CC=CC=C1 (triphenylphosphine). Yields the product [Br-].FC1=CC(=C(C=C1)C[P+](C1=CC=CC=C1)(C1=CC=CC=C1)C1=CC=CC=C1)[N+](=O)[O-] ([(4-fluoro-2-nitrophenyl)methyl]triphenylphosphonium bromide). RXN SMILES: [N+:1]([C:4]1[CH:11]=[C:10]([F:12])[CH:9]=[CH:8][C:5]=1[CH2:6][Br:7])([O-:3])=[O:2].[C:13]1([P:19]([C:26]2[CH:31]=[CH:30][CH:29]=[CH:28][CH:27]=2)[C:20]2[CH:25]=[CH:24][CH:23]=[CH:22][CH:21]=2)[CH:18]=[CH:17][CH:16]=[CH:15][CH:14]=1>CCOC(C)=O>[Br-:7].[F:12][C:10]1[CH:9]=[CH:8][C:5]([CH2:6][P+:19]([C:20]2[CH:21]=[CH:22][CH:23]=[CH:24][CH:25]=2)([C:26]2[CH:31]=[CH:30][CH:29]=[CH:28][CH:27]=2)[C:13]2[CH:14]=[CH:15][CH:16]=[CH:17][CH:18]=2)=[C:4]([N+:1]([O-:3])=[O:2])[CH:11]=1 |f:3.4|. The reactants are ClC1=C(C=CC(=C1)Cl)SC1=C(C=C(C=C1)\C=C\C(=O)N1CCN(CC1)C(=O)OC(C)(C)C)[N+](=O)[O-] ((2,4-Dichlorophenyl)[2-nitro-4-(E-((4-(tert-butoxycarbonyl)piperazin-1-yl)carbonyl) ethenyl)phenyl]sulfide), FC(C(=O)O)(F)F (trifluoroacetic acid). Conditions: time 1 hour. Product: FC(C(=O)O)(F)F.ClC1=C(C=CC(=C1)Cl)SC1=C(C=C(C=C1)\C=C\C(=O)N1CCNCC1)[N+](=O)[O-] ((2,4-Dichlorophenyl)[2-nitro-4-(E-((piperazin-1-yl)carbonyl)ethenyl)phenyl]sulfide Trifluoroacetic Acid Salt). Reaction SMILES: [Cl:1][C:2]1[CH:7]=[C:6]([Cl:8])[CH:5]=[CH:4][C:3]=1[S:9][C:10]1[CH:15]=[CH:14][C:13](/[CH:16]=[CH:17]/[C:18]([N:20]2[CH2:25][CH2:24][N:23](C(OC(C)(C)C)=O)[CH2:22][CH2:21]2)=[O:19])=[CH:12][C:11]=1[N+:33]([O-:35])=[O:34].[F:36][C:37]([F:42])([F:41])[C:38]([OH:40])=[O:39]>>[F:36][C:37]([F:42])([F:41])[C:38]([OH:40])=[O:39].[Cl:1][C:2]1[CH:7]=[C:6]([Cl:8])[CH:5]=[CH:4][C:3]=1[S:9][C:10]1[CH:15]=[CH:14][C:13](/[CH:16]=[CH:17]/[C:18]([N:20]2[CH2:21][CH2:22][NH:23][CH2:24][CH2:25]2)=[O:19])=[CH:12][C:11]=1[N+:33]([O-:35])=[O:34] |f:2.3|. Reported procedure: The compound (100 mg, 0.186 mmol) from Example 37 was dissolved in 0.5 mL of neat trifluoroacetic acid (TFA). The mixture was stirred at room temperature for 1 hour. The TFA was then removed under vacuum to give the title compound (105 mg) as a yellow solid. Reaction SMILES: [F:1][C:2]([F:19])([F:18])[C:3]1[CH:17]=[CH:16][C:6]([O:7][C:8]2[CH:13]=[CH:12][C:11]([CH2:14]O)=[CH:10][CH:9]=2)=[CH:5][CH:4]=1.S(Cl)([Cl:22])=O.N1C2C=CC=CC=2N=N1>ClCCl>[Cl:22][CH2:14][C:11]1[CH:12]=[CH:13][C:8]([O:7][C:6]2[CH:16]=[CH:17][C:3]([C:2]([F:19])([F:18])[F:1])=[CH:4][CH:5]=2)=[CH:9][CH:10]=1. Reactants: solution, S(=O)(Cl)Cl (thionylchloride), N1N=NC2=C1C=CC=C2 (1H-Benzotriazole), FC(C1=CC=C(OC2=CC=C(C=C2)CO)C=C1)(F)F ([4-(4-Trifluoromethyl-phenoxy)-phenyl]-methanol). Procedure: 5.37 g 1H-Benzotriazole were dissolved in 10.9 ml thionyl chloride. The solution was diluted with dichloromethane to a total volume of 100 ml to obtain a 1.5 M solution of thionylchloride and 1H-Benzotriazole. 600 mg [4-(4-Trifluoromethyl-phenoxy)-phenyl]-methanol were dissolved in 50 ml dichloromethane. 1.86 ml of the above 1.5 M solution of thionylchloride and 1H-Benzotriazole were added. The reaction mixture was stirred at room temperature for three hours. The precipitate was filtered off thr... Conditions: time 3 hour. Yields the product ClCC1=CC=C(C=C1)OC1=CC=C(C=C1)C(F)(F)F (1-Chloromethyl-4-(4-Trifluoromethyl-phenoxy)-benzene). Run in ClCCl (dichloromethane). Reactants: CCCCCCCCCCCCCCCCCC(=O)O, COc1ccc(COC(c2ccccc2)(c2ccc(OC)cc2)C2CC(O)CN2C(=O)CCCCCN)cc1. Yields the product CCCCCCCCCCCCCCCCCC(=O)NCCCCCC(=O)N1CC(O)CC1C(OCc1ccc(OC)cc1)(c1ccccc1)c1ccc(OC)cc1. As a reaction SMILES: [CH3:1][CH2:2][CH2:3][CH2:4][CH2:5][CH2:6][CH2:7][CH2:8][CH2:9][CH2:10][CH2:11][CH2:12][CH2:13][CH2:14][CH2:15][CH2:16][CH2:17][C:18]([OH:19])=[O:20].[NH2:21][CH2:22][CH2:23][CH2:24][CH2:25][CH2:26][C:27](=[O:28])[N:29]1[CH:30]([C:35]([O:36][CH2:37][c:38]2[cH:39][cH:40][c:41]([O:44][CH3:45])[cH:42][cH:43]2)([c:46]2[cH:47][cH:48][cH:49][cH:50][cH:51]2)[c:52]2[cH:53][cH:54][c:55]([O:58][CH3:59])[cH:56][cH:57]2)[CH2:31][CH:32]([OH:34])[CH2:33]1>>[CH3:1][CH2:2][CH2:3][CH2:4][CH2:5][CH2:6][CH2:7][CH2:8][CH2:9][CH2:10][CH2:11][CH2:12][CH2:13][CH2:14][CH2:15][CH2:16][CH2:17][C:18](=[O:20])[NH:21][CH2:22][CH2:23][CH2:24][CH2:25][CH2:26][C:27](=[O:28])[N:29]1[CH:30]([C:35]([O:36][CH2:37][c:38]2[cH:39][cH:40][c:41]([O:44][CH3:45])[cH:42][cH:43]2)([c:46]2[cH:47][cH:48][cH:49][cH:50][cH:51]2)[c:52]2[cH:53][cH:54][c:55]([O:58][CH3:59])[cH:56][cH:57]2)[CH2:31][CH:32]([OH:34])[CH2:33]1. The reactants are ClC=1C=2N(C3=CC=CC=C3N1)C(=NN2)CC (4-chloro-1-ethyl [1,2,4]triazolo[4,3-a]quinoxaline), C1(CCCC1)N (cyclopentanamine), COC1=C(C=CC(=C1)Cl)N (2-methoxy-4-chlorobenzenamine), triazolo[4,3-a]quinoxaline. The product is ClC1=CC(=C(C=C1)NC=1C=2N(C3=CC=CC=C3N1)C(=NN2)CC)OC (N-(4-Chloro-2-methoxyphenyl)-1-ethyl[1,2,4]triazolo [4,3-a]quinoxalin-4-amine). Reaction SMILES: Cl[C:2]1[C:3]2[N:4]([C:12]([CH2:15][CH3:16])=[N:13][N:14]=2)[C:5]2[C:10]([N:11]=1)=[CH:9][CH:8]=[CH:7][CH:6]=2.[CH3:17][O:18][C:19]1[CH:24]=[C:23]([Cl:25])[CH:22]=[CH:21][C:20]=1[NH2:26].C1(N)CCCC1>>[Cl:25][C:23]1[CH:22]=[CH:21][C:20]([NH:26][C:2]2[C:3]3[N:4]([C:12]([CH2:15][CH3:16])=[N:13][N:14]=3)[C:5]3[C:10]([N:11]=2)=[CH:9][CH:8]=[CH:7][CH:6]=3)=[C:19]([O:18][CH3:17])[CH:24]=1. Procedure details: The title compound was prepared essentially as described in Example 2 substituting 4-chloro-1-ethyl [1,2,4]triazolo[4,3-a]quinoxaline and 2-methoxy-4-chlorobenzenamine for 4-chloro-1-methyl1,2,4]triazolo[4,3-a]quinoxaline and cyclopentanamine respectively; mp 245°-248° C. Starting materials: S(=O)(Cl)Cl (Thionyl chloride), BrC1=C(C=CC=C1)CCC(=O)O (3-(2-bromophenyl)propionic acid). Conditions: time 30 minute. Yields the product BrC1=C2CCC(C2=CC=C1)=O (4-bromo-1-indanone). Isolated yield 84.9%. As a reaction SMILES: S(Cl)(Cl)=O.[Br:5][C:6]1[CH:11]=[CH:10][CH:9]=[CH:8][C:7]=1[CH2:12][CH2:13][C:14]([OH:16])=O>>[Br:5][C:6]1[CH:11]=[CH:10][CH:9]=[C:8]2[C:7]=1[CH2:12][CH2:13][C:14]2=[O:16]. Procedure details: Thionyl chloride (85 ml) was added to 3-(2-bromophenyl)propionic acid (16.88 g), and the mixture was stirred under reflux for 2 hours. After the mixture was left standing for cooling, the excessive amount of the thionyl chloride was removed by distillation under reduced pressure, and the residual mixture was distilled azeotropically once with toluene and once with carbon tetrachloride. The residual concentrate was dissolved in carbon tetrachloride (30 ml) and added at a temperature of 5°-10° C. ...